This data is from the Open Reaction Database (ORD), a public repository of structured organic reaction records. The task is: describe an organic reaction: reactants, conditions, products, and yield Starting materials: CO.C(Cl)Cl (MeOH CH2Cl2), N1=CC(=CC=C1)OC1=CC(=NC=C1)C#N (4-(pyridin-3-yloxy)picolinonitrile), Cl (HCl), [OH-].[Na+] (NaOH). Run in C(C)O (ethanol). Yields the product N1=CC(=CC=C1)OC1=CC(=NC=C1)C(=O)O (4-(pyridin-3-yloxy)picolinic acid). As a reaction SMILES: [N:1]1[CH:6]=[CH:5][CH:4]=[C:3]([O:7][C:8]2[CH:13]=[CH:12][N:11]=[C:10]([C:14]#N)[CH:9]=2)[CH:2]=1.[OH-:16].[Na+].Cl.C[OH:20].C(Cl)Cl>C(O)C>[N:1]1[CH:6]=[CH:5][CH:4]=[C:3]([O:7][C:8]2[CH:13]=[CH:12][N:11]=[C:10]([C:14]([OH:20])=[O:16])[CH:9]=2)[CH:2]=1 |f:1.2,4.5|. Procedure details: Compound 1 (1.5 g, 7.6 mmol, 1.0 eq) was dissolved in ethanol (30 mL) and 1N NaOH (15 mL) was added. The mixture was refluxed for 18 h and after cooling the reaction was neutralized with 1N HCl (15 mL) and the reaction was concentrated in vacuo. The crude reaction was dissolved in 10% MeOH/CH2Cl2 and the undissolved salt was filtered off and the solvents were removed in vacuo to afford the title compound as a white solid: 1H NMR (400 MHz, DMSO-d6) δ 8.46 (d, J=2.7 Hz, 1H), 8.39-8.36 (m, 2H), 8.0... Reactants: C1(=CC=CC=C1)C1=NN=NN1CC(=O)O ((5-phenyltetrazol-1-yl) acetic acid), S(O)(O)(=O)=O (sulfuric acid), C(CO)O (ethylene glycol), ice water. Reaction conditions: temperature 90 celsius, time 2.5 hour. Product: OCCOC(CN1N=NN=C1C1=CC=CC=C1)=O ((5-phenyltetrazol-1-yl) acetic acid 2-hydroxyethyl ester). The yield is 51.8%. RXN SMILES: [C:1]1([C:7]2[N:11]([CH2:12][C:13]([OH:15])=[O:14])[N:10]=[N:9][N:8]=2)[CH:6]=[CH:5][CH:4]=[CH:3][CH:2]=1.S(=O)(=O)(O)O.[CH2:21](O)[CH2:22][OH:23]>>[OH:23][CH2:22][CH2:21][O:14][C:13](=[O:15])[CH2:12][N:11]1[C:7]([C:1]2[CH:2]=[CH:3][CH:4]=[CH:5][CH:6]=2)=[N:8][N:9]=[N:10]1. Procedure: To a solution of 1 g (4.85 mM) of (5-phenyltetrazol-1-yl) acetic acid in 5 ml of ethylene glycol was added 0.5 ml of sulfuric acid. After the addition, the mixture was stirred at 90° C. for 2.5 hrs. The mixture was then poured into ice-water and extracted with ethyl acetate. The organic phase was washed with water, dried over anhydrous magnesium sulfate and then concentrated under reduced pressure. The resultant residue was subjected to silica gel column chromatography (eluent: chloroform/methyl... The reactants are N[C@@H](CC1=CC(=C(C=C1)O)C(C)(C)C)C(=O)OC (Tyr(3-tBu)-OMe), CO.CN (methylamine methanol). Yields the product N[C@@H](CC1=CC(=C(C=C1)O)C(C)(C)C)C(=O)NC (Tyr(3-tBu)-NHMe). Reaction SMILES: [NH2:1][C@H:2]([C:15]([O:17]C)=O)[CH2:3][C:4]1[CH:9]=[CH:8][C:7]([OH:10])=[C:6]([C:11]([CH3:14])([CH3:13])[CH3:12])[CH:5]=1.CO.[CH3:21][NH2:22]>>[NH2:1][C@H:2]([C:15]([NH:22][CH3:21])=[O:17])[CH2:3][C:4]1[CH:9]=[CH:8][C:7]([OH:10])=[C:6]([C:11]([CH3:14])([CH3:13])[CH3:12])[CH:5]=1 |f:1.2|. Procedure details: A mixture of Tyr(3-tBu)-OMe (12 g, 48 mmol) and a 40% methylamine methanol solution (80 ml) was stirred at room temperature for 14 hours. The reaction mixture was concentrated under reduced pressure, giving Tyr(3-tBu)-NHMe (T2) (12 g) as a crude product.